Task: describe an organic reaction: reactants, conditions, products, and yield. Dataset: the Open Reaction Database (ORD), a public repository of structured organic reaction records The reactants are ClC=1N=NC(=CC1)N(CC(C)O)CC (3-chloro-6-[N-(2-hydroxypropyl)ethylamino]pyridazine), C(=O)(OCC)NN (monocarbethoxyhydrazine), C(CCCC)O (pentylalcohol). Reaction conditions: time 4 hour. The product is C(=O)(OCC)NNC=1N=NC(=CC1)N(CC(C)O)CC (3-(2-carbethoxyhydrazino)-6-[N-(2-hydroxypropyl)ethylamino]-pyridazine). Reaction SMILES: Cl[C:2]1[N:3]=[N:4][C:5]([N:8]([CH2:13][CH3:14])[CH2:9][CH:10]([OH:12])[CH3:11])=[CH:6][CH:7]=1.[C:15]([NH:20][NH2:21])([O:17][CH2:18][CH3:19])=[O:16].C(O)CCCC>>[C:15]([NH:20][NH:21][C:2]1[N:3]=[N:4][C:5]([N:8]([CH2:13][CH3:14])[CH2:9][CH:10]([OH:12])[CH3:11])=[CH:6][CH:7]=1)([O:17][CH2:18][CH3:19])=[O:16]. Procedure: A mixture of 11 g 3-chloro-6-[N-(2-hydroxypropyl)ethylamino]pyridazine which can be be prepared as described in Example 4 of U.S. Pat. No. 3,769,278 and 11 g monocarbethoxyhydrazine in 55 ml n. pentylalcohol is warmed up to 140° C and kept at this temperature for 4 hours. After cooling the solution is extracted several times with water and then extracts collected together are extracted with ethyl ether. The aqueous phase is treated at room temperature with sodium bicarbonate until complete preci... RXN SMILES: [F:1][C:2]([F:21])([F:20])[C:3]1[CH:4]=[C:5](OS(C2C=CC(C)=CC=2)(=O)=O)[CH:6]=[CH:7][CH:8]=1.[C:22]([C:24]1[CH2:29][CH2:28][CH2:27][CH2:26][CH:25]=1)#[CH:23]>CCCCCCC>[C:24]1([C:22]#[C:23][C:5]2[CH:6]=[CH:7][CH:8]=[C:3]([C:2]([F:1])([F:20])[F:21])[CH:4]=2)[CH2:29][CH2:28][CH2:27][CH2:26][CH:25]=1. Reactants: FC(C=1C=C(C=CC1)OS(=O)(=O)C1=CC=C(C=C1)C)(F)F (toluene-4-sulfonic acid 3-trifluoromethyl-phenyl ester), C(#C)C1=CCCCC1 (1-ethynyl-cyclohexene). The product is C1(=CCCCC1)C#CC1=CC(=CC=C1)C(F)(F)F (1-Cyclohex-1-enylethynyl-3-trifluoromethyl-benzene). Procedure: This product was prepared from toluene-4-sulfonic acid 3-trifluoromethyl-phenyl ester and 1-ethynyl-cyclohexene following the general procedure for the Sonogashira cross-coupling process described above. Chromatography eluent: heptane; yield (106 mg, 85%); 1H NMR δ (CDCl3): 7.68 (s, 1H), 7.6-7.7.49 (m, 2H), 7.46-7.37 (m, 1H), 6.28 (m, 1H), 2.31-2.12 (m, 4H), 1.73-1.57 (m, 4H); LCMS m/z: 250. The solvent is CCCCCCC (heptane).